Dataset: the Open Reaction Database (ORD), a public repository of structured organic reaction records. Task: describe an organic reaction: reactants, conditions, products, and yield Reaction SMILES: [Cl:1][C:2]1[CH:9]=[C:8](F)[CH:7]=[CH:6][C:3]=1[C:4]#[N:5].Cl.[CH:12]12[NH:19][CH:16]([CH2:17][CH2:18]1)[CH2:15][CH2:14][CH2:13]2.C(N(CC)C(C)C)(C)C>CS(C)=O>[CH:16]12[N:19]([C:8]3[CH:7]=[CH:6][C:3]([C:4]#[N:5])=[C:2]([Cl:1])[CH:9]=3)[CH:12]([CH2:18][CH2:17]1)[CH2:13][CH2:14][CH2:15]2 |f:1.2|. Conditions: temperature 120 celsius. Reported procedure: 2-Chloro-4-fluorobenzonitrile (0.97 g, 6.2 mmol), 8-aza-bicyclo[3.2.1]octane hydrochloride (0.92 g, 6.2 mmol), and N,N-diisopropylethylamine (1.6 g, 12 mmol) were combined in DMSO (15 mL) and heated at 120° C. for 16 hours. The mixture was allowed to cool to ambient temperature and partitioned between diethyl ether and saturated NaHCO3 solution. The aqueous phase was separated and extracted with diethyl ether. The organic layers were combined, washed with water, brine, dried (Na2SO4), filtered, ... Run in CS(=O)C (DMSO). The product is C12CCCC(CC1)N2C2=CC(=C(C#N)C=C2)Cl (4-(8-azabicyclo[3.2.1]oct-8-yl)-2-chlorobenzonitrile). Starting materials: ClC1=C(C#N)C=CC(=C1)F (2-Chloro-4-fluorobenzonitrile), Cl.C12CCCC(CC1)N2 (8-aza-bicyclo[3.2.1]octane hydrochloride), C(C)(C)N(C(C)C)CC (N,N-diisopropylethylamine). Reactants: O=C([O-])[O-], O=C(Cl)N1CC(Oc2cccc(C(F)(F)F)c2)C1, [K+], [K+], C1CCOC1, O, c1cnc(N2CCNCC2)nc1. Product: O=C(N1CCN(c2ncccn2)CC1)N1CC(Oc2cccc(C(F)(F)F)c2)C1. As a reaction SMILES: [C:19](=[O:20])([O-:21])[O-:22].[F:1][C:2]([c:3]1[cH:4][c:5]([O:6][CH:7]2[CH2:8][N:9]([C:11](=[O:12])[Cl:13])[CH2:10]2)[cH:14][cH:15][cH:16]1)([F:17])[F:18].[K+:23].[K+:24].[O:37]1[CH2:38][CH2:39][CH2:40][CH2:41]1.[OH2:42].[n:25]1[c:26]([N:31]2[CH2:32][CH2:33][NH:34][CH2:35][CH2:36]2)[n:27][cH:28][cH:29][cH:30]1>>[F:1][C:2]([c:3]1[cH:4][c:5]([O:6][CH:7]2[CH2:8][N:9]([C:11](=[O:12])[N:34]3[CH2:33][CH2:32][N:31]([c:26]4[n:25][cH:30][cH:29][cH:28][n:27]4)[CH2:36][CH2:35]3)[CH2:10]2)[cH:14][cH:15][cH:16]1)([F:17])[F:18]. Reactants: P(OCC)(OCC)OCC (Triethyl phosphite), BrCC(=O)OC(C)(C)C (t-butyl bromoacetate). Conditions: temperature 90 celsius, time 4 hour. The product is C(C)(C)(C)OC(CP(=O)(OCC)OCC)=O ((Diethoxy-phosphoryl)-acetic acid tert-butyl ester). The yield is 97.0%. Reaction SMILES: [P:1]([O:8]CC)([O:5][CH2:6][CH3:7])[O:2][CH2:3][CH3:4].Br[CH2:12][C:13]([O:15][C:16]([CH3:19])([CH3:18])[CH3:17])=[O:14]>>[C:16]([O:15][C:13](=[O:14])[CH2:12][P:1]([O:2][CH2:3][CH3:4])([O:5][CH2:6][CH3:7])=[O:8])([CH3:19])([CH3:18])[CH3:17]. Procedure: Triethyl phosphite (485 g) is warmed up to 90° C. under N2 atmosphere in a three-necked round-bottomed flask, and t-butyl bromoacetate (541 g) is added dropwise into the system within 2 h. Then the mixture is kept stirring at 90° C. for around 4 h, and then cooled to room temperature. The obtained mixture is distilled under vacuo to remove compounds with low boiling point, and the residue is collected as a colorless liquid compound 5 in 97% yield (680 g) and >98% GC purity. Reactants: C(C)(C)(C)OC(=O)N1CCC2=C(N(N=C2CC1)CC)OS(=O)(=O)C(F)(F)F (2-ethyl-3-trifluoromethanesulfonyloxy-4,5,7,8-tetrahydro-2H-1,2,6-triaza-azulene-6-carboxylic acid tert-butyl ester), FC1=C(C=CC=C1)B(O)O (2-fluorophenylboronic acid). Product: C(C)N1N=C2CCNCCC2=C1C1=C(C=CC=C1)F (2-Ethyl-3-(2-fluoro-phenyl)-2,4,5,6,7,8-hexahydro-1,2,6-triaza-azulene). The yield is 94.1%. Reaction SMILES: C(OC([N:8]1[CH2:17][CH2:16][C:15]2[C:11](=[C:12](OS(C(F)(F)F)(=O)=O)[N:13]([CH2:18][CH3:19])[N:14]=2)[CH2:10][CH2:9]1)=O)(C)(C)C.[F:28][C:29]1[CH:34]=[CH:33][CH:32]=[CH:31][C:30]=1B(O)O>>[CH2:18]([N:13]1[C:12]([C:30]2[CH:31]=[CH:32][CH:33]=[CH:34][C:29]=2[F:28])=[C:11]2[C:15]([CH2:16][CH2:17][NH:8][CH2:9][CH2:10]2)=[N:14]1)[CH3:19]. Procedure details: The title compound (121 mg) was prepared according to Example 263 using 205 mg of 2-ethyl-3-trifluoromethanesulfonyloxy-4,5,7,8-tetrahydro-2H-1,2,6-triaza-azulene-6-carboxylic acid tert-butyl ester (Example 193, Step A) and 97 mg of 2-fluorophenylboronic acid. MS (ESI): exact mass calculated for C15H18FN3, 259.15. found, m/z 260.4 [M+H]+. 1H NMR (500 MHz, CD3OD): 7.61-7.55 (m, 1H), 7.39-7.30 (m, 3H), 4.01-3.91 (m, 2H), 3.43-3.41 (m, 2H), 3.18-3.16 (m, 2H), 2.79-2.73 (m, 2H), 1.28 (t, J=9.0 Hz, 3... The reactants are O (water), crude product, [H-].[Na+] (sodium hydride), CC1(CC1)C1N=NC(O1)=O (5-(1-methylcyclopropyl)-1,3,4-oxadiazolin-2-one), ClC=1C=C(C=C(C1Cl)Cl)C(F)(F)F (3,4,5-trichlorobenzotrifluoride). Run in CN(C=O)C (N,N-dimethylformamide). Run at temperature 80 celsius, time 15 minute. Product: CC1(CC1)C1=NN(C(O1)=O)C1=C(C=C(C=C1Cl)C(F)(F)F)Cl (5-(1-methylcyclopropyl)-3-(2,6-dichloro-4-trifluoromethylphenyl)-1,3,4-oxadiazoline-2-one). Isolated yield 9.9%. As a reaction SMILES: [H-].[Na+].[CH3:3][C:4]1([CH:7]2[O:11][C:10](=[O:12])[N:9]=[N:8]2)[CH2:6][CH2:5]1.[Cl:13][C:14]1[CH:15]=[C:16]([C:22]([F:25])([F:24])[F:23])[CH:17]=[C:18]([Cl:21])[C:19]=1Cl.O>CN(C)C=O>[CH3:3][C:4]1([C:7]2[O:11][C:10](=[O:12])[N:9]([C:19]3[C:18]([Cl:21])=[CH:17][C:16]([C:22]([F:23])([F:25])[F:24])=[CH:15][C:14]=3[Cl:13])[N:8]=2)[CH2:6][CH2:5]1 |f:0.1|. Procedure details: After 44 mg (1.1 mmol) of 60% sodium hydride was added to a solution of 0.14 g (1 mmol) of 5-(1-methylcyclopropyl)-1,3,4-oxadiazolin-2-one in 5 ml of N,N-dimethylformamide at room temperature, the mixture was stirred at the same temperature for 15 minutes. To the mixture was added 0.25 g (1 mmol) of 3,4,5-trichlorobenzotrifluoride followed by heating a 80° C. for 6 hours. After cooling, the mixture was poured into water and extracted with ethyl acetate. After drying over magnesium sulfate, the e... The reactants are C([O-])([O-])=O.[Na+].[Na+] (sodium carbonate), O (water), ClCCl (dichloro methane), CC1NN=C(C2=C(C1)C=C1C(=C2)OCO1)C1=CC(=C(C=C1)[N+](=O)[O-])C ((±)-7,8-dihydro-8-methyl-5-(3-methyl-4-nitro-phenyl)-9H-1,3-dioxolo[4,5-h][2,3]benzodiazepine). The solvent is C(C)(=O)OC(C)=O (acetic anhydride). Yields the product C(C)(=O)N1N=C(C2=C(CC1C)C=C1C(=C2)OCO1)C1=CC(=C(C=C1)[N+](=O)[O-])C ((±)-7-acetyl-7,8-dihydro-8-methyl-5-(3-methyl-4-nitro-phenyl)-9H-1,3-dioxolo[4,5-h][2,3]benzodiazepine). Isolated yield 87.0%. RXN SMILES: [CH3:1][CH:2]1[CH2:8][C:7]2[CH:9]=[C:10]3[O:15][CH2:14][O:13][C:11]3=[CH:12][C:6]=2[C:5]([C:16]2[CH:21]=[CH:20][C:19]([N+:22]([O-:24])=[O:23])=[C:18]([CH3:25])[CH:17]=2)=[N:4][NH:3]1.O.Cl[CH2:28]Cl.[C:30](=[O:33])([O-])[O-].[Na+].[Na+]>C(OC(=O)C)(=O)C>[C:30]([N:3]1[CH:2]([CH3:1])[CH2:8][C:7]2[CH:9]=[C:10]3[O:15][CH2:14][O:13][C:11]3=[CH:12][C:6]=2[C:5]([C:16]2[CH:21]=[CH:20][C:19]([N+:22]([O-:24])=[O:23])=[C:18]([CH3:25])[CH:17]=2)=[N:4]1)(=[O:33])[CH3:28] |f:3.4.5|. Procedure details: 1.70 g (5.0 millimoles) of (±)-7,8-dihydro-8-methyl-5-(3-methyl-4-nitro-phenyl)-9H-1,3-dioxolo[4,5-h][2,3]benzodiazepine are stirred in 10 ml of acetic anhydride at room temperature for a day. The reaction mixture is poured into a mixture of 100 ml of water and 75 ml of dichloro methane, stirred for an hour and the pH is adjusted to 8 by adding sodium carbonate in portions. The layers are separated, the aqueous phase is extracted twice with 25 ml of dichloro methane each. The united organic phas...